Dataset: the Open Reaction Database (ORD), a public repository of structured organic reaction records. Task: describe an organic reaction: reactants, conditions, products, and yield The reactants are CO, COC(C)C1OC1C, CO, O=S(=O)(O)O. The product is COC(C)C(O)C(C)OC. RXN SMILES: [CH3:16][OH:17].[CH3:1][O:2][CH:3]([CH3:4])[CH:5]1[O:6][CH:7]1[CH3:8].[CH3:9][OH:10].[S:11](=[O:12])(=[O:13])([OH:14])[OH:15]>>[CH3:1][O:2][CH:3]([CH3:4])[CH:5]([OH:6])[CH:7]([CH3:8])[O:10][CH3:9]. Starting materials: NC=1N=CC2=C(N1)CCN(C2)C(C2=CC=CC=C2)(C2=CC=CC=C2)C2=CC=CC=C2 (2-Amino-5,6,7,8-tetrahydro-6-triphenylmethylpyrido-[4,3-d]pyrimidine), O (water), C(C)(=O)O (acetic acid). Solvent: CC(=O)C (acetone). Yields the product NC=1N=CC2=C(N1)CCNC2 (2-Amino-5,6,7,8-tetrahydropyrido[4,3-d]pyrimidine). Yield: 80.0%. RXN SMILES: [NH2:1][C:2]1[N:3]=[CH:4][C:5]2[CH2:11][N:10](C(C3C=CC=CC=3)(C3C=CC=CC=3)C3C=CC=CC=3)[CH2:9][CH2:8][C:6]=2[N:7]=1.O.C(O)(=O)C>CC(C)=O>[NH2:1][C:2]1[N:3]=[CH:4][C:5]2[CH2:11][NH:10][CH2:9][CH2:8][C:6]=2[N:7]=1. Reported procedure: 2-Amino-5,6,7,8-tetrahydro-6-triphenylmethylpyrido-[4,3-d]pyrimidine (80 mg, 0.20 mmol) was mixed with water (0.5 ml) and acetic acid (0.5 ml) and heated on a steam bath for 5 minutes. Addition of acetone provided a homogeneous mixture. Removal of solvents gave an oil, which was purified by flash column chromatography (eluant: 89:10:1 chloroform:methanol: concentrated ammonium hydroxide) to provide the title product (24.3 mg, 0.16 mmol, 80% yield). The reactants are O=C(O)N1C(=O)c2ccccc2C1=O, NCCc1c[nH]c2ccccc12, C1CCOC1. Yields the product O=C1c2ccccc2C(=O)N1NCCc1c[nH]c2ccccc12. Reaction SMILES: [C:13]([OH:14])(=[O:15])[N:16]1[C:17](=[O:26])[c:18]2[c:19]([cH:22][cH:23][cH:24][cH:25]2)[C:20]1=[O:21].[NH2:1][CH2:2][CH2:3][c:4]1[cH:5][nH:6][c:7]2[cH:8][cH:9][cH:10][cH:11][c:12]12.[O:27]1[CH2:28][CH2:29][CH2:30][CH2:31]1>>[NH:1]([CH2:2][CH2:3][c:4]1[cH:5][nH:6][c:7]2[cH:8][cH:9][cH:10][cH:11][c:12]12)[N:16]1[C:17](=[O:26])[c:18]2[c:19]([cH:22][cH:23][cH:24][cH:25]2)[C:20]1=[O:21]. Starting materials: ClC1=C(C=C(C=C1)CC(=O)NC1=C2C=CN(C(C2=CC=C1)=O)C[C@H]1N(CCC1)C(=O)OC(C)(C)C)C(F)(F)F ((S)-tert-butyl 2-((5-(2-(4-chloro-3-(trifluoromethyl)phenyl)acetamido)-1-oxoisoquinolin-2(1H)-yl)methyl)pyrrolidine-1-carboxylate), O1CCOCC1 (1,4-dioxane), Cl (Hydrogen chloride), solution. Solvent: CCOCC (ether). Run at time 8 hour. Yields the product ClC1=C(C=C(C=C1)CC(=O)NC1=C2C=CN(C(C2=CC=C1)=O)C[C@H]1NCCC1)C(F)(F)F (2-(4-Chloro-3-(trifluoromethyl)phenyl)-N-(1,2-dihydro-1-oxo-2-(((S)-pyrrolidin-2-yl)methyl)isoquinolin-5-yl)acetamide). RXN SMILES: [Cl:1][C:2]1[CH:7]=[CH:6][C:5]([CH2:8][C:9]([NH:11][C:12]2[CH:21]=[CH:20][CH:19]=[C:18]3[C:13]=2[CH:14]=[CH:15][N:16]([CH2:23][C@@H:24]2[CH2:28][CH2:27][CH2:26][N:25]2C(OC(C)(C)C)=O)[C:17]3=[O:22])=[O:10])=[CH:4][C:3]=1[C:36]([F:39])([F:38])[F:37].O1CCOCC1.Cl>CCOCC>[Cl:1][C:2]1[CH:7]=[CH:6][C:5]([CH2:8][C:9]([NH:11][C:12]2[CH:21]=[CH:20][CH:19]=[C:18]3[C:13]=2[CH:14]=[CH:15][N:16]([CH2:23][C@@H:24]2[CH2:28][CH2:27][CH2:26][NH:25]2)[C:17]3=[O:22])=[O:10])=[CH:4][C:3]=1[C:36]([F:39])([F:37])[F:38]. Procedure: Into a 20 ml reaction vessel was combined (S)-tert-butyl 2-((5-(2-(4-chloro-3-(trifluoromethyl)phenyl)acetamido)-1-oxoisoquinolin-2(1H)-yl)methyl)pyrrolidine-1-carboxylate (20.0 mg, 0.0000355 mol) and 1,4-dioxane (5 mL, 0.06 mol). Hydrogen chloride (0.016 g, 0.00044 mol) as a 2.0M solution in ether was added dropwise. The reaction was allowed to stir overnight. A white preciptate had formed and was filtered, washed with ether, and dried. The product was dissolved in diethylamine and DMSO (1 mL) ... The reactants are ClC1=CC=C(C=C1)C=1C(=CC=CC1)N (4′-chloro-1,1′-biphenyl-2-amine), C(C)(=O)OC(C)=O (acetic anhydride), N1=CC=CC=C1 (pyridine). Reagents/catalysts: CN(C)C1=CC=NC=C1 (4-(N,N-dimethylamino)pyridine). Yields the product ClC1=CC=C(C=C1)C1=C(C=CC=C1)NC(C)=O (N-(4′-chloro-1,1′-biphenyl-2-yl)acetamide). Isolated yield 51.1%. Reaction SMILES: [Cl:1][C:2]1[CH:7]=[CH:6][C:5]([C:8]2[C:9]([NH2:14])=[CH:10][CH:11]=[CH:12][CH:13]=2)=[CH:4][CH:3]=1.[C:15](OC(=O)C)(=[O:17])[CH3:16].N1C=CC=CC=1>CN(C1C=CN=CC=1)C>[Cl:1][C:2]1[CH:3]=[CH:4][C:5]([C:8]2[CH:13]=[CH:12][CH:11]=[CH:10][C:9]=2[NH:14][C:15](=[O:17])[CH3:16])=[CH:6][CH:7]=1. Procedure: The title compound was prepared from 4′-chloro-1,1′-biphenyl-2-amine (3.5 g, 17.19 mmol), acetic anhydride (1.79 mL, 18.9 mmol), pyridine (3.2 mL, 39.5 mmol), and 4-(N,N-dimethylamino)pyridine (0.06 g, 0.52 mmol) according to the procedure and in the same manner as described in Example 60, step b. The crude product was purified by re-crystallization from a mixture of ethyl acetate-hexane to yield N-(4′-chloro-1,1′-biphenyl-2-yl)acetamide (2.16 g, 8.78 mmol, 51%) as a white solid; The reactants are COCCN(C(OC(C)(C)C)=O)CCN1N=CC(=C1)B1OC(C(O1)(C)C)(C)C (tert-Butyl 2-methoxyethyl(2-(4-(4,4,5,5-tetramethyl-1,3,2-dioxaborolan-2-yl)-1H-pyrazol-1-yl)ethyl)carbamate), FC1=C(OC2=C3C(=NC=C2)C=C(S3)I)C=CC(=C1)[N+](=O)[O-] (7-(2-fluoro-4-nitrophenoxy)-2-iodothieno[3,2-b]pyridine), C(=O)([O-])[O-].[Na+].[Na+] (Na2CO3). Reagents/catalysts: C=1C=CC(=CC1)[P](C=2C=CC=CC2)(C=3C=CC=CC3)[Pd]([P](C=4C=CC=CC4)(C=5C=CC=CC5)C=6C=CC=CC6)([P](C=7C=CC=CC7)(C=8C=CC=CC8)C=9C=CC=CC9)[P](C=1C=CC=CC1)(C=1C=CC=CC1)C=1C=CC=CC1 (Pd(PPh3)4). Solvent: COCCOC (DME), C(Cl)Cl (DCM). The product is FC1=C(OC2=C3C(=NC=C2)C=C(S3)C=3C=NN(C3)CCN(C(OC(C)(C)C)=O)CCOC)C=CC(=C1)[N+](=O)[O-] (tert-Butyl 2-(4-(7-(2-fluoro-4-nitrophenoxy)thieno[3,2-b]pyridin-2-yl)-1H-pyrazol-1-yl)ethyl(2-methoxyethyl)carbamate). RXN SMILES: [CH3:1][O:2][CH2:3][CH2:4][N:5]([CH2:13][CH2:14][N:15]1[CH:19]=[C:18](B2OC(C)(C)C(C)(C)O2)[CH:17]=[N:16]1)[C:6](=[O:12])[O:7][C:8]([CH3:11])([CH3:10])[CH3:9].[F:29][C:30]1[CH:46]=[C:45]([N+:47]([O-:49])=[O:48])[CH:44]=[CH:43][C:31]=1[O:32][C:33]1[CH:38]=[CH:37][N:36]=[C:35]2[CH:39]=[C:40](I)[S:41][C:34]=12.C([O-])([O-])=O.[Na+].[Na+]>COCCOC.C(Cl)Cl.C1C=CC([P]([Pd]([P](C2C=CC=CC=2)(C2C=CC=CC=2)C2C=CC=CC=2)([P](C2C=CC=CC=2)(C2C=CC=CC=2)C2C=CC=CC=2)[P](C2C=CC=CC=2)(C2C=CC=CC=2)C2C=CC=CC=2)(C2C=CC=CC=2)C2C=CC=CC=2)=CC=1>[F:29][C:30]1[CH:46]=[C:45]([N+:47]([O-:49])=[O:48])[CH:44]=[CH:43][C:31]=1[O:32][C:33]1[CH:38]=[CH:37][N:36]=[C:35]2[CH:39]=[C:40]([C:18]3[CH:17]=[N:16][N:15]([CH2:14][CH2:13][N:5]([CH2:4][CH2:3][O:2][CH3:1])[C:6](=[O:12])[O:7][C:8]([CH3:9])([CH3:10])[CH3:11])[CH:19]=3)[S:41][C:34]=12 |f:2.3.4,^1:68,70,89,108|. Procedure: A mixture of 78 (369.3 mg, 0.93 mmol), 7-(2-fluoro-4-nitrophenoxy)-2-iodothieno[3,2-b]pyridine (24) [US 2006/0287343 A1](466.6 mg, 1.12 mmol), Pd(PPh3)4 (54 mg, 0.05 mmol) and Na2CO3 (305 mg, 2.8 mmol) in DME (1.9 mL) was heated to reflux overnight under nitrogen. It was then diluted with DCM, washed with water, dried over anhydrous sodium sulphate and concentrated under reduced pressure. The residue was purified by flash chromatography, eluents EOAc/Hex 1:1, EtOAc, 5% MeOH in DCM affording titl...